This data is from the Open Reaction Database (ORD), a public repository of structured organic reaction records. The task is: describe an organic reaction: reactants, conditions, products, and yield The reactants are N1=CC=CC=C1 (pyridine), NNC(=S)N (thiosemicarbazide), C(C(=O)Cl)(=O)Cl (oxalyl chloride), C(C)(=O)C1=C(C(=C(OCC2=CC=C(C=C2)C(C=2C=C(C(=O)O)C=CC2)OC2OCCCC2)C=C1)C)O (3-[[4-(4-acetyl-3-hydroxy-2-methyl-phenoxymethyl)-phenyl]-(tetrahydro-pyran-2-yloxy)-methyl]-benzoic acid). Reagents/catalysts: CN(C=O)C (dimethylformamide). The solvent is CC(=O)C.O (acetone water), O1CCCC1 (tetrahydrofuran). The product is NNC(=S)N.C(C)(=O)C1=C(C(=C(OCC2=CC=C(C=C2)C(C=2C=C(C(=O)O)C=CC2)OC2OCCCC2)C=C1)C)O (3-[[4-(4-acetyl-3-hydroxy-2-methyl-phenoxymethyl)-phenyl]-(tetrahydro-pyran-2-yloxy)-methyl]-benzoic Acid thiosemicarbazide). As a reaction SMILES: C(Cl)(=O)C(Cl)=O.[C:7]([C:10]1[CH:40]=[CH:39][C:13]([O:14][CH2:15][C:16]2[CH:21]=[CH:20][C:19]([CH:22]([O:32][CH:33]3[CH2:38][CH2:37][CH2:36][CH2:35][O:34]3)[C:23]3[CH:24]=[C:25]([CH:29]=[CH:30][CH:31]=3)[C:26]([OH:28])=[O:27])=[CH:18][CH:17]=2)=[C:12]([CH3:41])[C:11]=1[OH:42])(=[O:9])[CH3:8].N1C=CC=CC=1.[NH2:49][NH:50][C:51]([NH2:53])=[S:52]>O1CCCC1.CN(C)C=O.CC(C)=O.O>[NH2:49][NH:50][C:51]([NH2:53])=[S:52].[C:7]([C:10]1[CH:40]=[CH:39][C:13]([O:14][CH2:15][C:16]2[CH:21]=[CH:20][C:19]([CH:22]([O:32][CH:33]3[CH2:38][CH2:37][CH2:36][CH2:35][O:34]3)[C:23]3[CH:24]=[C:25]([CH:29]=[CH:30][CH:31]=3)[C:26]([OH:28])=[O:27])=[CH:18][CH:17]=2)=[C:12]([CH3:41])[C:11]=1[OH:42])(=[O:9])[CH3:8] |f:6.7,8.9|. Procedure: Add oxalyl chloride (0.660 mg, 5.20 mmol) to a solution of 3-[[4-(4-acetyl-3-hydroxy-2-methyl-phenoxymethyl)-phenyl]-(tetrahydro-pyran-2-yloxy)-methyl]-benzoic acid, 1.00 g, 2.04 mmol) in tetrahydrofuran (0.20M). Add dimethylformamide (5 drops). Add pyridine (0.322 g, 4.08 mmol) and thiosemicarbazide (0.223 g, 2.45 mmol). Stir the reaction overnight. Evaporate solvents. Dissolve brown tar in acetone/water. Extract with CH2Cl2 (3×) and ethyl acetate (3×). Combine organic extracts, dry and concent...